This data is from the Open Reaction Database (ORD), a public repository of structured organic reaction records. The task is: describe an organic reaction: reactants, conditions, products, and yield Reactants: COC=1C=C2C=C(N(C2=CC1)CC=1C=C(C(=O)OC)C=CC1)C1=CC=CC=C1 (methyl 3-(5-methoxy-2-phenylindol-1-ylmethyl)benzoate), [OH-].[Na+] (sodium hydroxide), Cl (Hydrochloric acid). Run in O1C(CCC1)CO (tetrahydrofuran-methanol). Reaction conditions: temperature 60 celsius, time 2 hour. Product: COC=1C=C2C=C(N(C2=CC1)CC=1C=C(C(=O)O)C=CC1)C1=CC=CC=C1 (3-(5-Methoxy-2-phenylindol-1-ylmethyl)benzoic acid). The yield is 95.6%. As a reaction SMILES: [CH3:1][O:2][C:3]1[CH:4]=[C:5]2[C:9](=[CH:10][CH:11]=1)[N:8]([CH2:12][C:13]1[CH:14]=[C:15]([CH:20]=[CH:21][CH:22]=1)[C:16]([O:18]C)=[O:17])[C:7]([C:23]1[CH:28]=[CH:27][CH:26]=[CH:25][CH:24]=1)=[CH:6]2.[OH-].[Na+].Cl>O1CCCC1CO>[CH3:1][O:2][C:3]1[CH:4]=[C:5]2[C:9](=[CH:10][CH:11]=1)[N:8]([CH2:12][C:13]1[CH:14]=[C:15]([CH:20]=[CH:21][CH:22]=1)[C:16]([OH:18])=[O:17])[C:7]([C:23]1[CH:28]=[CH:27][CH:26]=[CH:25][CH:24]=1)=[CH:6]2 |f:1.2|. Procedure: To a solution of methyl 3-(5-methoxy-2-phenylindol-1-ylmethyl)benzoate (48.6 mg) in tetrahydrofuran-methanol (7/3, 1.1 mL) was added 2 mol/L aqueous sodium hydroxide solution (0.196 mL) at room temperature, and the mixture was stirred at 60° C. for 2 hours. 1 mol/L Hydrochloric acid (10 mL) was added to the reaction mixture at room temperature and this resulting mixture was extracted with ethyl acetate. The organic layer was washed successively with water and saturated saline, dried over anhydro... The reactants are FC1=CC=C(C=C1)\C(=C/N1C2=C(C=3C=C(C=CC13)C)CN(CC2)C)\C (5-((Z)-2-(4-fluorophenyl)prop-1-enyl)-2,3,4,5-tetrahydro-2,8-dimethyl-1H-pyrido[4,3-b]indole), FC1=CC=C(C=C1)C(CN1C2=C(C=3C=C(C=CC13)C)CN(CC2)C)=C (5-(2-(4-fluorophenyl)allyl)-2,3,4,5-tetrahydro-2,8-dimethyl-1H-pyrido[4,3-b]indole). Reagents/catalysts: [Pd] (Pd/C). Solvent: CO.C(C)(=O)O (Methanol acetic acid). The product is FC1=CC=C(C=C1)C(CN1C2=C(C=3C=C(C=CC13)C)CN(CC2)C)C (5-(2-(4-fluorophenyl)propyl)-2,3,4,5-tetrahydro-2,8-dimethyl-1H-pyrido[4,3-b]indole). Reaction SMILES: [F:1][C:2]1[CH:7]=[CH:6][C:5](/[C:8](/[CH3:25])=[CH:9]\[N:10]2[C:18]3[CH:17]=[CH:16][C:15]([CH3:19])=[CH:14][C:13]=3[C:12]3[CH2:20][N:21]([CH3:24])[CH2:22][CH2:23][C:11]2=3)=[CH:4][CH:3]=1.FC1C=CC(C(=C)CN2C3C=CC(C)=CC=3C3CN(C)CCC2=3)=CC=1>CO.C(O)(=O)C.[Pd]>[F:1][C:2]1[CH:3]=[CH:4][C:5]([CH:8]([CH3:25])[CH2:9][N:10]2[C:18]3[CH:17]=[CH:16][C:15]([CH3:19])=[CH:14][C:13]=3[C:12]3[CH2:20][N:21]([CH3:24])[CH2:22][CH2:23][C:11]2=3)=[CH:6][CH:7]=1 |f:2.3|. Procedure details: A mixture of compound 5-((Z)-2-(4-fluorophenyl)prop-1-enyl)-2,3,4,5-tetrahydro-2,8-dimethyl-1H-pyrido[4,3-b]indole and 5-(2-(4-fluorophenyl)allyl)-2,3,4,5-tetrahydro-2,8-dimethyl-1H-pyrido[4,3-b]indole (of ratio 1:3, 1.8 g, 5.38 mmol, 1 equiv) were shaken in a 250 ml Parr Shaker vessel with 180 mg of Pd/C in 50 ml of Methanol/acetic acid (10:1) mixture for 18 hours under 60 psi H2. It was filtered over a celite bed with methanol and evaporated under vacuum. The residue was diluted with ethyl ace... Procedure: 2-Phenyl-1,2,5-thiadiazole-3-one (3.1 g., 0.02 mole) was refluxed for 4 minutes in phosphorus oxychloride (20 ml.) and then cooled slowly. Ether (60-100 ml.) was added and the precipitate was filtered in a stream of nitrogen and washed well with anhydrous ether. The precipitate was then triturated with acetonitrile, refiltered and rewashed with acetonitrile and dried in a stream of nitrogen, m.p. (dec.) 110° C. The reactants are C1(=CC=CC=C1)N1SN=CC1=O (2-Phenyl-1,2,5-thiadiazole-3-one), P(=O)(Cl)(Cl)Cl (phosphorus oxychloride), CCOCC (Ether). Yields the product [Cl-].C1(=CC=CC=C1)[N+]=1SN=CC1Cl (2-Phenyl-3-chloro-1,2,5-thiadiazolium Chloride). Reaction SMILES: [C:1]1([N:7]2[C:11](=O)[CH:10]=[N:9][S:8]2)[CH:6]=[CH:5][CH:4]=[CH:3][CH:2]=1.CCOCC.P(Cl)(Cl)([Cl:20])=O>>[Cl-:20].[C:1]1([N+:7]2[S:8][N:9]=[CH:10][C:11]=2[Cl:20])[CH:6]=[CH:5][CH:4]=[CH:3][CH:2]=1 |f:3.4|. Starting materials: CS(=O)(=O)NC(=O)CCCCBr, CC#N, c1ccc(P(c2ccccc2)c2ccccc2)cc1. The product is [Br-], CS(=O)(=O)NC(=O)CCCC[P+](c1ccccc1)(c1ccccc1)c1ccccc1. Reaction SMILES: [CH3:1][S:2](=[O:3])(=[O:4])[NH:5][C:6]([CH2:7][CH2:8][CH2:9][CH2:10][Br:11])=[O:12].[CH3:32][C:33]#[N:34].[c:13]1([P:19]([c:20]2[cH:21][cH:22][cH:23][cH:24][cH:25]2)[c:26]2[cH:27][cH:28][cH:29][cH:30][cH:31]2)[cH:14][cH:15][cH:16][cH:17][cH:18]1>>[Br-:11].[CH3:1][S:2](=[O:3])(=[O:4])[NH:5][C:6]([CH2:7][CH2:8][CH2:9][CH2:10][P+:19]([c:13]1[cH:14][cH:15][cH:16][cH:17][cH:18]1)([c:20]1[cH:21][cH:22][cH:23][cH:24][cH:25]1)[c:26]1[cH:27][cH:28][cH:29][cH:30][cH:31]1)=[O:12]. Product: COc1cccc(C(=O)OC(C)n2cc(C3=C(c4cn(C)c5cc([N+](=O)[O-])ccc45)C(=O)NC3=O)c3ccccc32)c1OC. Starting materials: CN(C)c1ccccn1, COc1cccc(C(=O)O)c1OC, ClCCl, CC(O)n1cc(C2=C(c3cn(C)c4cc([N+](=O)[O-])ccc34)C(=O)NC2=O)c2ccccc21. RXN SMILES: [CH3:33][N:34]([c:35]1[cH:36][cH:37][cH:38][cH:39][n:40]1)[CH3:41].[CH3:42][O:43][c:44]1[c:45]([C:46](=[O:47])[OH:48])[cH:49][cH:50][cH:51][c:52]1[O:53][CH3:54].[Cl:55][CH2:56][Cl:57].[OH:1][CH:2]([CH3:3])[n:4]1[cH:5][c:6]([C:13]2=[C:17]([c:18]3[cH:19][n:20]([CH3:30])[c:21]4[cH:22][c:23]([N+:27](=[O:28])[O-:29])[cH:24][cH:25][c:26]34)[C:16](=[O:31])[NH:15][C:14]2=[O:32])[c:7]2[cH:8][cH:9][cH:10][cH:11][c:12]12>>[O:1]([CH:2]([CH3:3])[n:4]1[cH:5][c:6]([C:13]2=[C:17]([c:18]3[cH:19][n:20]([CH3:30])[c:21]4[cH:22][c:23]([N+:27](=[O:28])[O-:29])[cH:24][cH:25][c:26]34)[C:16](=[O:31])[NH:15][C:14]2=[O:32])[c:7]2[cH:8][cH:9][cH:10][cH:11][c:12]12)[C:46]([c:45]1[c:44]([O:43][CH3:42])[c:52]([O:53][CH3:54])[cH:51][cH:50][cH:49]1)=[O:47]. Conditions: temperature 80 celsius, time 18 hour. The reactants are C(=O)(OCC)C=1NC2=CC(=CC(=C2C1)Cl)Cl (2-carboethoxy-4,6-dichloroindole), C(C)(=O)[O-].[Na+] (sodium acetate), CN(C=O)C (dimethylformamide), P(=O)(Cl)(Cl)Cl (phosphoryl chloride). Solvent: ClC(C)Cl (dichloroethane). Procedure: Combine 2-carboethoxy-4,6-dichloroindole (10.0 g, 0.039 mol), and dimethylformamide (4.5 mL, 0.057 mol) in dichloroethane (20 mL). Add phosphoryl chloride (8.9 g, 0.058 mmol). Heat to 80° C. After 18 hours, cool the reaction mixture to ambient temperature and combine with aqueous 1 M sodium acetate solution and stir. After 18 hours, filter, rinse with water, and dry to give 3-formyl-2-carboethoxy-4,6-dichloroindole. RXN SMILES: [C:1]([C:6]1[NH:7][C:8]2[C:13]([CH:14]=1)=[C:12]([Cl:15])[CH:11]=[C:10]([Cl:16])[CH:9]=2)([O:3][CH2:4][CH3:5])=[O:2].CN(C)[CH:19]=[O:20].P(Cl)(Cl)(Cl)=O.C([O-])(=O)C.[Na+]>ClC(Cl)C>[CH:19]([C:14]1[C:13]2[C:8](=[CH:9][C:10]([Cl:16])=[CH:11][C:12]=2[Cl:15])[NH:7][C:6]=1[C:1]([O:3][CH2:4][CH3:5])=[O:2])=[O:20] |f:3.4|. Yields the product C(=O)C1=C(NC2=CC(=CC(=C12)Cl)Cl)C(=O)OCC (3-formyl-2-carboethoxy-4,6-dichloroindole). Run at time 1 hour. Yields the product C(CCC)[Sn](C=1N=CN(C1)C(C1=CC=CC=C1)(C1=CC=CC=C1)C1=CC=CC=C1)(CCCC)CCCC (4-tributylstannyl-1-trityl-1H-imidazole). Run in ClCCl (dichloromethane), ClCCl (dichloromethane). The reactants are IC=1N=CN(C1)C(C1=CC=CC=C1)(C1=CC=CC=C1)C1=CC=CC=C1 (4-iodo-1-trityl-1 H-imidazole), C(C)(C)[Mg]Br (isopropylmagnesium bromide), C(CCC)[Sn](CCCC)(CCCC)Cl (tributyltin chloride). Isolated yield 99.8%. Procedure details: Under an argon atmosphere, a solution of 4-iodo-1-trityl-1 H-imidazole (1.00 g, 2.29 mmol) in dichloromethane (10 mL) was treated with isopropylmagnesium bromide (2.75 mL of 1M, 2.75 mmol, in tetrahydrofuran) and stirred at ambient temperature for 1 hour. After this time, the reaction was treated with tributyltin chloride (0.81 mL, 2.98 mmol) and the resulting mixture stirred overnight at ambient temperature. The reaction mixture was then diluted with dichloromethane (50 mL) and successively was... Reaction SMILES: I[C:2]1[N:3]=[CH:4][N:5]([C:7]([C:20]2[CH:25]=[CH:24][CH:23]=[CH:22][CH:21]=2)([C:14]2[CH:19]=[CH:18][CH:17]=[CH:16][CH:15]=2)[C:8]2[CH:13]=[CH:12][CH:11]=[CH:10][CH:9]=2)[CH:6]=1.C([Mg]Br)(C)C.[CH2:31]([Sn:35](Cl)([CH2:40][CH2:41][CH2:42][CH3:43])[CH2:36][CH2:37][CH2:38][CH3:39])[CH2:32][CH2:33][CH3:34]>ClCCl>[CH2:40]([Sn:35]([CH2:31][CH2:32][CH2:33][CH3:34])([CH2:36][CH2:37][CH2:38][CH3:39])[C:2]1[N:3]=[CH:4][N:5]([C:7]([C:20]2[CH:25]=[CH:24][CH:23]=[CH:22][CH:21]=2)([C:14]2[CH:19]=[CH:18][CH:17]=[CH:16][CH:15]=2)[C:8]2[CH:13]=[CH:12][CH:11]=[CH:10][CH:9]=2)[CH:6]=1)[CH2:41][CH2:42][CH3:43].